Dataset: the Open Reaction Database (ORD), a public repository of structured organic reaction records. Task: describe an organic reaction: reactants, conditions, products, and yield RXN SMILES: [C:1]([CH3:2])([CH3:3])([CH3:4])[O:5][C:6](=[O:7])[NH:8][CH2:9][CH:10]([C:11](=[O:12])[O:13][CH3:14])[CH2:15][c:16]1[cH:17][cH:18][c:19]([Cl:22])[cH:20][cH:21]1.[OH2:23]>>[C:1]([CH3:2])([CH3:3])([CH3:4])[O:5][C:6](=[O:7])[NH:8][CH2:9][CH:10]([C:11](=[O:12])[OH:13])[CH2:15][c:16]1[cH:17][cH:18][c:19]([Cl:22])[cH:20][cH:21]1. The reactants are COC(=O)C(CNC(=O)OC(C)(C)C)Cc1ccc(Cl)cc1, O. Yields the product CC(C)(C)OC(=O)NCC(Cc1ccc(Cl)cc1)C(=O)O. The reactants are C(C)(C)C1=CC=C(C=C1)C=1N=C(SC1)N(CCC#N)CC=1SC=CC1 (3-{[4-(4-isopropyl-phenyl)-thiazol-2-yl]-thiophen-2-ylmethyl-amino}-propionitrile), C(C)O (ethanol), [OH-].[Na+] (NaOH), solution. Reported procedure: 3-{[4-(4-Isopropyl-phenyl)-thiazol-2-yl]-thiophen-2-ylmethyl-amino}-propionic acid was prepared following general procedure I using 3-{[4-(4-isopropyl-phenyl)-thiazol-2-yl]-thiophen-2-ylmethyl-amino}-propionitrile (368 mg, 1 mmol), 1 N NaOH (aq) solution (4 mL) and ethanol (2 mL). The mixture was refluxed for 15 h. Trituration in hexanes gave 3-{[4-(4-isopropyl-phenyl)-thiazol-2-yl]-thiophen-2-ylmethyl-amino}-propionic acid. LCMS m/z: 387 (M+1)+. The sodium salt was prepared following general pr... Run in hexanes. The product is C(C)(C)C1=CC=C(C=C1)C=1N=C(SC1)N(CCC(=O)O)CC=1SC=CC1 (3-{[4-(4-isopropyl-phenyl)-thiazol-2-yl]-thiophen-2-ylmethyl-amino}-propionic acid). Reaction SMILES: [CH:1]([C:4]1[CH:9]=[CH:8][C:7]([C:10]2[N:11]=[C:12]([N:15]([CH2:20][C:21]3[S:22][CH:23]=[CH:24][CH:25]=3)[CH2:16]CC#N)[S:13][CH:14]=2)=[CH:6][CH:5]=1)([CH3:3])[CH3:2].[OH-:26].[Na+].[CH2:28]([OH:30])[CH3:29]>>[CH:1]([C:4]1[CH:9]=[CH:8][C:7]([C:10]2[N:11]=[C:12]([N:15]([CH2:20][C:21]3[S:22][CH:23]=[CH:24][CH:25]=3)[CH2:16][CH2:29][C:28]([OH:26])=[O:30])[S:13][CH:14]=2)=[CH:6][CH:5]=1)([CH3:3])[CH3:2] |f:1.2|. Starting materials: E1, ClC=1C=C2N(C(N1)=O)CCN2C (7-chloro-1-methyl-2,3-dihydroimidazo[1,2-c]pyrimidin-5(1H)-one), FC=1C=C(C=CC1OC=1C=NC(=CC1)C(F)(F)F)CO ((3-fluoro-4-((6-(trifluoromethyl)pyridin-3-yl)oxy)phenyl)methanol). The product is FC=1C=C(COC=2C=C3N(C(N2)=O)CCN3C)C=CC1OC=1C=NC(=CC1)C(F)(F)F (7-((3-fluoro-4-((6-(trifluoromethyl)pyridin-3-yl)oxy)benzyl)oxy)-1-methyl-2,3-dihydroimidazo[1,2-c]pyrimidin-5(1H)-one). Reaction SMILES: Cl[C:2]1[CH:3]=[C:4]2[N:11]([CH3:12])[CH2:10][CH2:9][N:5]2[C:6](=[O:8])[N:7]=1.[F:13][C:14]1[CH:15]=[C:16]([CH2:31][OH:32])[CH:17]=[CH:18][C:19]=1[O:20][C:21]1[CH:22]=[N:23][C:24]([C:27]([F:30])([F:29])[F:28])=[CH:25][CH:26]=1>>[F:13][C:14]1[CH:15]=[C:16]([CH:17]=[CH:18][C:19]=1[O:20][C:21]1[CH:22]=[N:23][C:24]([C:27]([F:30])([F:28])[F:29])=[CH:25][CH:26]=1)[CH2:31][O:32][C:2]1[CH:3]=[C:4]2[N:11]([CH3:12])[CH2:10][CH2:9][N:5]2[C:6](=[O:8])[N:7]=1. Reported procedure: The title compound was prepared by a procedure similar to those described for E1 starting from 7-chloro-1-methyl-2,3-dihydroimidazo[1,2-c]pyrimidin-5(1H)-one and (3-fluoro-4-((6-(trifluoromethyl)pyridin-3-yl)oxy)phenyl)methanol. Starting materials: C1CCOC1, C[S-], CCOC(C)=O, CCCC1CC(=O)N(Cc2c(C(F)(F)F)nc3ccc(Cl)nn23)C1, [Na+], O. The product is CCCC1CC(=O)N(Cc2c(C(F)(F)F)nc3ccc(SC)nn23)C1. RXN SMILES: [CH2:35]1[O:36][CH2:37][CH2:38][CH2:39]1.[CH3:25][S-:26].[CH3:29][CH2:30][O:31][C:32](=[O:33])[CH3:34].[Cl:1][c:2]1[cH:3][cH:4][c:5]2[n:6]([n:7]1)[c:8]([CH2:15][N:16]1[C:17](=[O:24])[CH2:18][CH:19]([CH2:21][CH2:22][CH3:23])[CH2:20]1)[c:9]([C:11]([F:12])([F:13])[F:14])[n:10]2.[Na+:27].[OH2:28]>>[c:2]1([S:26][CH3:25])[cH:3][cH:4][c:5]2[n:6]([n:7]1)[c:8]([CH2:15][N:16]1[C:17](=[O:24])[CH2:18][CH:19]([CH2:21][CH2:22][CH3:23])[CH2:20]1)[c:9]([C:11]([F:12])([F:13])[F:14])[n:10]2. Reactants: C(C)OC(C(CC1CC(CCC1=O)CC1=CC=C(C=C1)OC)C#N)=O (2-Cyano-3-(3-(4-methoxyphenyl)methyl-6-oxocyclohexanyl)propanoic acid ethyl ester), Br (HBr), C(C)(=O)O (acetic acid). Conditions: time 30 minute. Product: COC1=CC=C(C=C1)CC1CC=2CC(C(NC2CC1)=O)C(=O)OCC (ethyl 3,4,5,6,7,8-hexahydro-6-((4-methoxyphenyl)methyl)quinolin-2[1H]-one-3-carboxylate). RXN SMILES: [CH2:1]([O:3][C:4](=[O:25])[CH:5]([C:23]#[N:24])[CH2:6][CH:7]1[C:12](=O)[CH2:11][CH2:10][CH:9]([CH2:14][C:15]2[CH:20]=[CH:19][C:18]([O:21][CH3:22])=[CH:17][CH:16]=2)[CH2:8]1)[CH3:2].Br.C(O)(=[O:29])C>>[CH3:22][O:21][C:18]1[CH:19]=[CH:20][C:15]([CH2:14][CH:9]2[CH2:10][CH2:11][C:12]3[NH:24][C:23](=[O:29])[CH:5]([C:4]([O:3][CH2:1][CH3:2])=[O:25])[CH2:6][C:7]=3[CH2:8]2)=[CH:16][CH:17]=1. Procedure: 2-Cyano-3-(3-(4-methoxyphenyl)methyl-6-oxocyclohexanyl)propanoic acid ethyl ester (2.43 g) was added to 15% w/v solution of HBr in acetic acid at 5° C. and stirred for 30 minutes. The reaction mixture was evaporated under reduced pressure and washed with saturated sodium carbonate solution. The mixture was extracted into ethyl acetate and the organic phase dried (MgSO4) and evaporated. The residue was diluted with ether and allowed to crystallise to give ethyl 3,4,5,6,7,8-hexahydro-6-((4-methoxy...